This data is from the Open Reaction Database (ORD), a public repository of structured organic reaction records. The task is: describe an organic reaction: reactants, conditions, products, and yield The reactants are CCCCC1(C(=O)OC)CCC1, C1CCOC1, COP(C)(=O)OC, [Li]CCCC. Yields the product CCCCC1(C(=O)CP(=O)(OC)OC)CCC1. As a reaction SMILES: [CH2:13]([CH2:14][CH2:15][CH3:16])[C:17]1([C:21](=[O:22])[O:23][CH3:24])[CH2:18][CH2:19][CH2:20]1.[CH2:25]1[O:26][CH2:27][CH2:28][CH2:29]1.[CH3:1][P:2]([O:3][CH3:4])([O:5][CH3:6])=[O:7].[CH3:8][CH2:9][CH2:10][CH2:11][Li:12]>>[CH2:1]([P:2]([O:3][CH3:4])([O:5][CH3:6])=[O:7])[C:21]([C:17]1([CH2:13][CH2:14][CH2:15][CH3:16])[CH2:18][CH2:19][CH2:20]1)=[O:22]. Starting materials: C(N)([O-])=O (carbamate), [OH-].[Li+] (lithium hydroxide), CCN(C(C)C)C(C)C (DIEA), C(=O)(C(F)(F)F)O (TFA), C(C)(C)(C)OC(=O)N1CC(C1)C1=CC=C(COC2=C(C=CC=C2C(F)(F)F)C2=CC=CC(=N2)N2N=CC(=C2C(F)(F)F)C(=O)OCC)C=C1 (Ethyl 1-(6-(2-((4-(1-(tert-butoxycarbonyl)azetidin-3-yl)benzyl)oxy)-3-(trifluoromethyl)phenyl)pyridin-2-yl)-5-(trifluoromethyl)-1H-pyrazole-4-carboxylate), C(=O)(C(F)(F)F)O (TFA), Cl (HCl), ClC(=O)OC (methyl chloroformate). Run in C(C)#N (acetonitrile), O1CCOCC1 (dioxane), C(Cl)Cl (DCM), C(Cl)Cl (DCM). Conditions: temperature 50 celsius, time 3 minute. Yields the product C(=O)(C(F)(F)F)O (TFA), COC(=O)N1CC(C1)C1=CC=C(COC2=C(C=CC=C2C(F)(F)F)C2=CC=CC(=N2)N2N=CC(=C2C(F)(F)F)C(=O)O)C=C1 (1-(6-(2-((4-(1-(Methoxycarbonyl)azetidin-3-yl)benzyl)oxy)-3-(trifluoromethyl)phenyl)pyridin-2-yl)-5-(trifluoromethyl)-1H-pyrazole-4-carboxylic acid). Reaction SMILES: [C:1]([O:5][C:6]([N:8]1[CH2:11][CH:10]([C:12]2[CH:49]=[CH:48][C:15]([CH2:16][O:17][C:18]3[C:23]([C:24]([F:27])([F:26])[F:25])=[CH:22][CH:21]=[CH:20][C:19]=3[C:28]3[N:33]=[C:32]([N:34]4[C:38]([C:39]([F:42])([F:41])[F:40])=[C:37]([C:43]([O:45]CC)=[O:44])[CH:36]=[N:35]4)[CH:31]=[CH:30][CH:29]=3)=[CH:14][CH:13]=2)[CH2:9]1)=[O:7])(C)(C)C.[C:50]([OH:56])([C:52]([F:55])([F:54])[F:53])=[O:51].CCN(C(C)C)C(C)C.ClC(OC)=O.C(=O)([O-])N.[OH-].[Li+].Cl>C(Cl)Cl.O1CCOCC1.C(#N)C>[C:50]([OH:56])([C:52]([F:55])([F:54])[F:53])=[O:51].[CH3:1][O:5][C:6]([N:8]1[CH2:9][CH:10]([C:12]2[CH:13]=[CH:14][C:15]([CH2:16][O:17][C:18]3[C:23]([C:24]([F:25])([F:26])[F:27])=[CH:22][CH:21]=[CH:20][C:19]=3[C:28]3[N:33]=[C:32]([N:34]4[C:38]([C:39]([F:41])([F:42])[F:40])=[C:37]([C:43]([OH:45])=[O:44])[CH:36]=[N:35]4)[CH:31]=[CH:30][CH:29]=3)=[CH:48][CH:49]=2)[CH2:11]1)=[O:7] |f:5.6|. Reported procedure: To a solution of the title compound from Example 148 Step C (170 mg, 0.246 mmol) in DCM (3 mL) was added TFA (1 mL). After 3 min, the reaction mixture was concentrated in vacuo to provide the crude TFA-salt, which was used without further purification: LCMS m/z 590.9 [M+1-1]+. A portion of the unpurified TFA salt (0.08 mmol) was dissolved in DCM (1 mL), and DIEA (130 μL, 0.74 mmol) was added, followed by methyl chloroformate (19 μL, 0.25 mmol). After 20 min, the reaction mixture was quenched by ... Reactants: C(C)(C)N[C@@H]1CC[C@H](CC1)C(=O)NC1=C(OC2=C1C=C(C=C2)C(=O)OC)C(=O)NC2=NC=C(C=C2)Cl (Trans-3-[4-(isopropylamino)cyclohexylcarbonylamino]-5-methoxycarbonyl-N-(5-chloropyridin-2-yl)benzofuran-2-carboxamide), [OH-].[Na+] (sodium hydroxide). Solvent: O1CCCC1.CO (tetrahydrofuran methanol). Run at time 18 hour. Product: C(=O)(O)C=1C=CC2=C(C(=C(O2)C(=O)NC2=NC=C(C=C2)Cl)NC(=O)[C@@H]2CC[C@H](CC2)NC(C)C)C1 (Trans-5-carboxy-3-[4-(isopropylamino)cyclohexylcarbonylamino]-N-(5-chloropyridin-2-yl)benzofuran-2-carboxamide). Yield: 104.6%. As a reaction SMILES: [CH:1]([NH:4][C@H:5]1[CH2:10][CH2:9][C@H:8]([C:11]([NH:13][C:14]2[C:18]3[CH:19]=[C:20]([C:23]([O:25]C)=[O:24])[CH:21]=[CH:22][C:17]=3[O:16][C:15]=2[C:27]([NH:29][C:30]2[CH:35]=[CH:34][C:33]([Cl:36])=[CH:32][N:31]=2)=[O:28])=[O:12])[CH2:7][CH2:6]1)([CH3:3])[CH3:2].[OH-].[Na+]>O1CCCC1.CO>[C:23]([C:20]1[CH:21]=[CH:22][C:17]2[O:16][C:15]([C:27]([NH:29][C:30]3[CH:35]=[CH:34][C:33]([Cl:36])=[CH:32][N:31]=3)=[O:28])=[C:14]([NH:13][C:11]([C@H:8]3[CH2:9][CH2:10][C@H:5]([NH:4][CH:1]([CH3:2])[CH3:3])[CH2:6][CH2:7]3)=[O:12])[C:18]=2[CH:19]=1)([OH:25])=[O:24] |f:1.2,3.4|. Reported procedure: Trans-3-[4-(isopropylamino)cyclohexylcarbonylamino]-5-methoxycarbonyl-N-(5-chloropyridin-2-yl)benzofuran-2-carboxamide (690 mg) obtained in Example 311 is suspended in tetrahydrofuran/methanol (1:1, 10 ml), and under ice-cooling, thereto is added 4N aqueous sodium hydroxide solution (3 ml). The mixture is warmed to room temperature, and stirred for 18 hours. The reaction solution is concentrated under reduced pressure, and poured into ice-water. The mixture is neutralized with 10% hydrochloric a... The reactants are Br.[N+](=O)([O-])C=1C=C(C=CC1)C=1N=C(SC1)N (4-(3-nitro-phenyl)-thiazol-2-ylamine hydrobromide), BrC=1C=C(C=CC1OC)S(=O)(=O)Cl (3-bromo-4-methoxy-benzene-sulfonyl chloride), Cl (hydrochloric acid). Solvent: N1=CC=CC=C1 (pyridine). Conditions: time 30 minute. Product: BrC=1C=C(C=CC1OC)S(=O)(=O)NC=1SC=C(N1)C1=CC(=CC=C1)[N+](=O)[O-] (3-Bromo-4-methoxy-N-[4-(3-nitro-phenyl)-thiazol-2-yl]-benzenesulfonamide). Reaction SMILES: Br.[N+:2]([C:5]1[CH:6]=[C:7]([C:11]2[N:12]=[C:13]([NH2:16])[S:14][CH:15]=2)[CH:8]=[CH:9][CH:10]=1)([O-:4])=[O:3].[Br:17][C:18]1[CH:19]=[C:20]([S:26](Cl)(=[O:28])=[O:27])[CH:21]=[CH:22][C:23]=1[O:24][CH3:25].Cl>N1C=CC=CC=1>[Br:17][C:18]1[CH:19]=[C:20]([S:26]([NH:16][C:13]2[S:14][CH:15]=[C:11]([C:7]3[CH:8]=[CH:9][CH:10]=[C:5]([N+:2]([O-:4])=[O:3])[CH:6]=3)[N:12]=2)(=[O:28])=[O:27])[CH:21]=[CH:22][C:23]=1[O:24][CH3:25] |f:0.1|. Reported procedure: A mixture of 5.0 g of 4-(3-nitro-phenyl)-thiazol-2-ylamine hydrobromide with 5.2 g of 3-bromo-4-methoxy-benzene-sulfonyl chloride was stirred for 3 hours with 20 ml of pyridine. The resulting, red colored suspension was poured into 300 ml of 1N hydrochloric acid and the mixture was extracted with ethyl acetate. The organic phase was dried with magnesium sulphate and concentrated. The residue was dissolved in a mixture of 300 ml of ethanol and 200 ml of 2N sodium hydroxide solution. After the add... Starting materials: Organometallics, Cu, COC([C@H](N(C)C(C1=CC(=CC(=C1)C)C)=O)CC1=CC=C(C=C1)O)=O (N-(3,5-dimethylbenzoyl)-N-methyl-(D)-tyrosine methyl ester), N[C@H](CC1=CC=C(C=C1)O)C(=O)O ((D)-tyrosine), Ph3Bi(OAc)2. Run in C(Cl)Cl (methylene chloride). Product: COC([C@H](N(C)C(C1=CC(=CC(=C1)C)C)=O)CC1=CC=C(C=C1)OC1=CC=CC=C1)=O (N-(3,5-dimethylbenzoyl)-N-methyl-O-phenyl-(D)-tyrosine methyl ester). Reaction SMILES: [CH3:1][O:2][C:3](=[O:25])[C@@H:4]([CH2:17][C:18]1[CH:23]=[CH:22][C:21]([OH:24])=[CH:20][CH:19]=1)[N:5]([C:7](=[O:16])[C:8]1[CH:13]=[C:12]([CH3:14])[CH:11]=[C:10]([CH3:15])[CH:9]=1)[CH3:6].N[C@@H](C(O)=O)C[C:29]1[CH:34]=[CH:33][C:32](O)=[CH:31][CH:30]=1>C(Cl)Cl>[CH3:1][O:2][C:3](=[O:25])[C@@H:4]([CH2:17][C:18]1[CH:23]=[CH:22][C:21]([O:24][C:29]2[CH:34]=[CH:33][CH:32]=[CH:31][CH:30]=2)=[CH:20][CH:19]=1)[N:5]([C:7](=[O:16])[C:8]1[CH:13]=[C:12]([CH3:14])[CH:11]=[C:10]([CH3:15])[CH:9]=1)[CH3:6]. Procedure details: A solution of N-(3,5-dimethylbenzoyl)-N-methyl-(D)-tyrosine methyl ester (253 mg, 0.74 mmol) (prepared from (D)-tyrosine following the procedure described in example 55), Ph3Bi(OAc)2 [triphenylbismuth diacetate] (895 mg, 1.6 mmol) (prepared according to the literature procedure; H. Brunner, U. Obermann, and P. Winner, Organometallics 1989, 8, 821-826), and Cu powder (43 mg, 0.68 mmol) in methylene chloride (15 ml) is stirred at room temperature under nitrogen atmosphere overnight. This reaction ... Reactants: CC=1OC(=C(N1)C1=CC=CC=C1)C1=CC=CC=C1 (2-methyl 4,5-diphenyloxazole), [Li]CCCC (n-BuLi), [Li+].CC(C)[N-]C(C)C (LDA), ClCCCBr (3-chloro-1-bromopropane), [NH4+].[Cl-] (NH4Cl). The solvent is C1CCOC1 (THF). Run at temperature 0 celsius, time 30 minute. Product: C1(=CC=CC=C1)C=1N=C(OC1C1=CC=CC=C1)CCCCCl (4,5-diphenyl-2-(4-chlorobutyl)oxazole). The yield is 66.0%. RXN SMILES: [CH3:1][C:2]1[O:3][C:4]([C:13]2[CH:18]=[CH:17][CH:16]=[CH:15][CH:14]=2)=[C:5]([C:7]2[CH:12]=[CH:11][CH:10]=[CH:9][CH:8]=2)[N:6]=1.[Li]CCCC.[Li+].CC([N-]C(C)C)C.[Cl:32][CH2:33][CH2:34][CH2:35]Br.[NH4+].[Cl-]>C1COCC1>[C:7]1([C:5]2[N:6]=[C:2]([CH2:1][CH2:35][CH2:34][CH2:33][Cl:32])[O:3][C:4]=2[C:13]2[CH:18]=[CH:17][CH:16]=[CH:15][CH:14]=2)[CH:12]=[CH:11][CH:10]=[CH:9][CH:8]=1 |f:2.3,5.6|. Procedure: To a solution of 2-methyl 4,5-diphenyloxazole (7.05 g, 0.3 mol) in 50 mL of dry THF at -78° C. was added 1.1 equivalent of n-BuLi or LDA and stirred for 30 min. To the dark red solution of the anion was added the alkylating reagent 3-chloro-1-bromopropane (1.1 equivalent) and the reaction mixture was allowed to warm to 0° C. over a period of 1 h. The reaction was worked up by adding NH4Cl solution and extracting with ethyl acetate (50mL). Dried over Na2SO4, concentrated and purified by flash chr... The reactants are O=C([O-])O, C=CCOC(=O)NC(CC(=O)OCC)c1cccc(NS(=O)(=O)c2cccc(NC(=O)NCCC)c2)c1, CCCC[SnH](CCCC)CCCC, CC(=O)O, ClCCl, [Na+], Cl[Pd]Cl, c1ccc(P(c2ccccc2)c2ccccc2)cc1, c1ccc(P(c2ccccc2)c2ccccc2)cc1. The product is CCCNC(=O)Nc1cccc(S(=O)(=O)Nc2cccc(C(N)CC(=O)OCC)c2)c1. As a reaction SMILES: [C:55](=[O:56])([OH:57])[O-:58].[CH2:18]([O:19][C:20](=[O:21])[NH:24][CH:25]([CH2:26][C:27](=[O:28])[O:29][CH2:30][CH3:31])[c:32]1[cH:33][c:34]([NH:38][S:39](=[O:40])(=[O:41])[c:42]2[cH:43][c:44]([NH:48][C:49](=[O:50])[NH:51][CH2:52][CH2:53][CH3:54])[cH:45][cH:46][cH:47]2)[cH:35][cH:36][cH:37]1)[CH:22]=[CH2:23].[CH2:5]([SnH:6]([CH2:7][CH2:8][CH2:9][CH3:10])[CH2:11][CH2:12][CH2:13][CH3:14])[CH2:15][CH2:16][CH3:17].[CH3:1][C:2](=[O:3])[OH:4].[Cl:60][CH2:61][Cl:62].[Na+:59].[Pd:63]([Cl:64])[Cl:65].[c:66]1([P:67]([c:68]2[cH:69][cH:70][cH:71][cH:72][cH:73]2)[c:74]2[cH:75][cH:76][cH:77][cH:78][cH:79]2)[cH:80][cH:81][cH:82][cH:83][cH:84]1.[c:85]1([P:86]([c:87]2[cH:88][cH:89][cH:90][cH:91][cH:92]2)[c:93]2[cH:94][cH:95][cH:96][cH:97][cH:98]2)[cH:99][cH:100][cH:101][cH:102][cH:103]1>>[NH2:24][CH:25]([CH2:26][C:27](=[O:28])[O:29][CH2:30][CH3:31])[c:32]1[cH:33][c:34]([NH:38][S:39](=[O:40])(=[O:41])[c:42]2[cH:43][c:44]([NH:48][C:49](=[O:50])[NH:51][CH2:52][CH2:53][CH3:54])[cH:45][cH:46][cH:47]2)[cH:35][cH:36][cH:37]1. Starting materials: O=C1CC[C@H](N1)COS(=O)(=O)C1=CC=C(C=C1)C ((S)-(5-oxopyrrolidin-2-yl)methyl-4-methylbenzenesulfonate), [N-]=[N+]=[N-].[Na+] (NaN3). Solvent: CN(C)C=O (DMF). Reaction conditions: temperature 55 celsius, time 8 hour. Yields the product N(=[N+]=[N-])C[C@@H]1CCC(N1)=O ((S)-5-(azidomethyl) pyrrolidin-2-one). Isolated yield 88.1%. Reaction SMILES: [O:1]=[C:2]1[NH:6][C@H:5]([CH2:7]OS(C2C=CC(C)=CC=2)(=O)=O)[CH2:4][CH2:3]1.[N-:19]=[N+:20]=[N-:21].[Na+]>CN(C=O)C>[N:19]([CH2:7][C@H:5]1[NH:6][C:2](=[O:1])[CH2:3][CH2:4]1)=[N+:20]=[N-:21] |f:1.2|. Procedure details: A round bottom flask was charged with (S)-(5-oxopyrrolidin-2-yl)methyl-4-methylbenzenesulfonate (18.4 g, 68.5 mmol), DMF (400 mL), and NaN3 (17.8 g, 274 mmol). The resulting mixture was stirred at 55° C. for overnight. Removal of solvent under reduced pressure followed by flash chromatography purification (7% MeOH in CHCl3 as the eluent) provided the (S)-5-(azidomethyl) pyrrolidin-2-one (8.45 g, 60.36 mmol, 88%) as a yellow oil.